From a dataset of the Open Reaction Database (ORD), a public repository of structured organic reaction records. describe an organic reaction: reactants, conditions, products, and yield Starting materials: CCO, CC1CCC(C(C)C)C(C(O)CC#Cc2ccccn2)C1. Yields the product CC1CCC(C(C)C)C(C(O)CCCc2ccccn2)C1. RXN SMILES: [CH3:22][CH2:23][OH:24].[CH:1]([CH3:2])([CH3:3])[CH:4]1[CH:5]([CH:11]([CH2:12][C:13]#[C:14][c:15]2[n:16][cH:17][cH:18][cH:19][cH:20]2)[OH:21])[CH2:6][CH:7]([CH3:10])[CH2:8][CH2:9]1>>[CH:1]([CH3:2])([CH3:3])[CH:4]1[CH:5]([CH:11]([CH2:12][CH2:13][CH2:14][c:15]2[n:16][cH:17][cH:18][cH:19][cH:20]2)[OH:21])[CH2:6][CH:7]([CH3:10])[CH2:8][CH2:9]1. The reactants are CN(C)c1ccncc1, COc1cc2nccc(Cl)c2cc1OC, CC(=O)c1cc(C)c(Cl)cc1O, Clc1ccccc1Cl, O. The product is COc1cc2nccc(Oc3cc(Cl)c(C)cc3C(C)=O)c2cc1OC. RXN SMILES: [CH3:29][N:30]([CH3:31])[c:32]1[cH:33][cH:34][n:35][cH:36][cH:37]1.[Cl:13][c:14]1[cH:15][cH:16][n:17][c:18]2[cH:19][c:20]([O:26][CH3:27])[c:21]([O:24][CH3:25])[cH:22][c:23]12.[Cl:1][c:2]1[cH:3][c:4]([OH:12])[c:5]([C:9]([CH3:10])=[O:11])[cH:6][c:7]1[CH3:8].[Cl:38][c:39]1[cH:40][cH:41][cH:42][cH:43][c:44]1[Cl:45].[OH2:28]>>[Cl:1][c:2]1[cH:3][c:4]([O:12][c:14]2[cH:15][cH:16][n:17][c:18]3[cH:19][c:20]([O:26][CH3:27])[c:21]([O:24][CH3:25])[cH:22][c:23]23)[c:5]([C:9]([CH3:10])=[O:11])[cH:6][c:7]1[CH3:8].